From a dataset of the Open Reaction Database (ORD), a public repository of structured organic reaction records. describe an organic reaction: reactants, conditions, products, and yield Reactants: CC(C)Br, CCOC(=O)c1cc(-n2c(=O)c3c(n(C)c2=O)CCC3)ccc1Cl, [Na]. Product: CC(C)OC(=O)c1cc(-n2c(=O)c3c(n(C)c2=O)CCC3)ccc1Cl. RXN SMILES: [CH:26]([Br:27])([CH3:28])[CH3:29].[Cl:1][c:2]1[c:3]([C:4](=[O:5])[O:6][CH2:7][CH3:8])[cH:9][c:10](-[n:13]2[c:14](=[O:24])[n:15]([CH3:23])[c:16]3[c:17]([c:18]2=[O:19])[CH2:20][CH2:21][CH2:22]3)[cH:11][cH:12]1.[Na:25]>>[Cl:1][c:2]1[c:3]([C:4](=[O:5])[O:6][CH:7]([CH3:8])[CH3:26])[cH:9][c:10](-[n:13]2[c:14](=[O:24])[n:15]([CH3:23])[c:16]3[c:17]([c:18]2=[O:19])[CH2:20][CH2:21][CH2:22]3)[cH:11][cH:12]1. Starting materials: FC(COC1=C(C(=O)NCC2N(CCCC2)C)C=C(C=C1)OCC(F)(F)F)(F)F (2.5-bis(2,2,2-trifluoroethoxy)-N-[(1-methyl-2-piperidyl)methyl]-benzamide), CI (methyl iodide). Yields the product [I-].FC(COC1=C(C(=O)NCC2[N+](CCCC2)(C)C)C=C(C=C1)OCC(F)(F)F)(F)F (2-[2,5-bis(2,2,2-trifluoroethoxy)benzamidomethyl]-1,1-dimethylpiperidinium iodide). RXN SMILES: [F:1][C:2]([F:29])([F:28])[CH2:3][O:4][C:5]1[CH:21]=[CH:20][C:19]([O:22][CH2:23][C:24]([F:27])([F:26])[F:25])=[CH:18][C:6]=1[C:7]([NH:9][CH2:10][CH:11]1[CH2:16][CH2:15][CH2:14][CH2:13][N:12]1[CH3:17])=[O:8].[CH3:30][I:31]>>[I-:31].[F:29][C:2]([F:1])([F:28])[CH2:3][O:4][C:5]1[CH:21]=[CH:20][C:19]([O:22][CH2:23][C:24]([F:27])([F:26])[F:25])=[CH:18][C:6]=1[C:7]([NH:9][CH2:10][CH:11]1[CH2:16][CH2:15][CH2:14][CH2:13][N+:12]1([CH3:30])[CH3:17])=[O:8] |f:2.3|. Reported procedure: A mixture of 2.7 g. (0.0063 mole) of finely divided 2.5-bis(2,2,2-trifluoroethoxy)-N-[(1-methyl-2-piperidyl)methyl]-benzamide and 6 ml. of methyl iodide is heated at 56° to 57° C. in a sealed tube for about 90 minutes. The mixture is extracted with methanol, and the methanol extracts are concentrated to provide a crystalline solid which is recrystallized from 50 ml. of ethyl acetate and about 2 ml. of isopropanol, with treatment by decolorizing charcoal. The resulting product is dried to provide... Yields the product CCCC[Sn](C=CCO)(CCCC)CCCC. As a reaction SMILES: [CH2:1]([C:2]#[CH:3])[OH:4].[CH2:5]([CH2:6][CH2:7][CH3:8])[SnH:9]([CH2:10][CH2:11][CH2:12][CH3:13])[CH2:14][CH2:15][CH2:16][CH3:17].[CH3:18][c:19]1[cH:20][cH:21][cH:22][cH:23][cH:24]1>>[CH2:1]([CH:2]=[CH:3][Sn:9]([CH2:5][CH2:6][CH2:7][CH3:8])([CH2:10][CH2:11][CH2:12][CH3:13])[CH2:14][CH2:15][CH2:16][CH3:17])[OH:4]. Starting materials: C#CCO, CCCC[SnH](CCCC)CCCC, Cc1ccccc1. As a reaction SMILES: [C:10](=[O:11])([O-:12])[O-:13].[CH2:16]([c:17]1[cH:18][cH:19][cH:20][cH:21][cH:22]1)[SH:23].[Cl:1][c:2]1[n:3][cH:4][cH:5][cH:6][c:7]1[C:8]#[N:9].[K+:14].[K+:15].[O:24]=[CH:25][N:26]([CH3:27])[CH3:28]>>[c:2]1([S:23][CH2:16][c:17]2[cH:18][cH:19][cH:20][cH:21][cH:22]2)[n:3][cH:4][cH:5][cH:6][c:7]1[C:8]#[N:9]. Yields the product N#Cc1cccnc1SCc1ccccc1. Starting materials: O=C([O-])[O-], SCc1ccccc1, N#Cc1cccnc1Cl, [K+], [K+], CN(C)C=O. RXN SMILES: Cl.[NH:2]([C:4]1[CH:11]=[CH:10][C:7]([C:8]#[N:9])=[C:6]([CH2:12][O:13][CH3:14])[CH:5]=1)[NH2:3].[CH:15]1([CH:20]=[C:21]2[CH2:30][CH2:29][C:28]3[CH:27]=[C:26]([C:31]([O:33][CH3:34])=[O:32])[CH:25]=[CH:24][C:23]=3[C:22]2=O)[CH2:19][CH2:18][CH2:17][CH2:16]1.[CH2:36](O)C>>[C:8]([C:7]1[CH:10]=[CH:11][C:4]([N:2]2[CH:20]([CH:15]3[CH2:19][CH2:18][CH2:17][CH2:16]3)[CH:21]3[C:22]([C:23]4[CH:24]=[CH:25][C:26]([C:31]([O:33][CH2:34][CH3:36])=[O:32])=[CH:27][C:28]=4[CH2:29][CH2:30]3)=[N:3]2)=[CH:5][C:6]=1[CH2:12][O:13][CH3:14])#[N:9] |f:0.1|. Run at temperature 80 celsius, time 4 hour. The product is C(#N)C1=C(C=C(C=C1)N1N=C2C3=C(CCC2C1C1CCCC1)C=C(C=C3)C(=O)OCC)COC (ethyl 2-(4-cyano-3-(methoxymethyl)phenyl)-3-cyclopentyl-3,3a,4,5-tetrahydro-2H-benzo[g]indazole-7-carboxylate). Reactants: Cl.N(N)C1=CC(=C(C#N)C=C1)COC (4-hydrazinyl-2-(methoxymethyl)benzonitrile hydrochloride), C1(CCCC1)C=C1C(C=2C=CC(=CC2CC1)C(=O)OC)=O (Methyl 6-(cyclopentylmethylene)-5-oxo-5,6,7,8-tetrahydronaphthalene-2-carboxylate), 18, C(C)O (ethanol). Procedure: A mixture of 4-hydrazinyl-2-(methoxymethyl)benzonitrile hydrochloride, Methyl 6-(cyclopentylmethylene)-5-oxo-5,6,7,8-tetrahydronaphthalene-2-carboxylate; Preparation 18 (209 mg, 0.73 mmol) and ethanol (4 mL) was stirred under argon at 80° C. for four hours. The mixture was cooled to room temperature and concentrated to give ethyl 2-(4-cyano-3-(methoxymethyl)phenyl)-3-cyclopentyl-3,3a,4,5-tetrahydro-2H-benzo[g]indazole-7-carboxylate as a yellow solid. The ester was suspended in tetrahydrofuran (4...